This data is from the Open Reaction Database (ORD), a public repository of structured organic reaction records. The task is: describe an organic reaction: reactants, conditions, products, and yield The reactants are CN(C)CCC=C1C=2C=CC=CC2COC3=C1C=CC=C3.Cl (Doxepin hydrochloride), C([O-])(O)=O.[Na+] (Sodium bicarbonate). The solvent is O (H2O), O (H2O). Yields the product CN(C)CCC=C1C=2C=CC=CC2COC3=C1C=CC=C3 (doxepin). Reaction SMILES: [CH3:1][N:2]([CH2:4][CH2:5][CH:6]=[C:7]1[C:17]2[CH:18]=[CH:19][CH:20]=[CH:21][C:16]=2[O:15][CH2:14][C:13]2[CH:12]=[CH:11][CH:10]=[CH:9][C:8]1=2)[CH3:3].Cl.C(=O)(O)[O-].[Na+]>O>[CH3:1][N:2]([CH2:4][CH2:5][CH:6]=[C:7]1[C:17]2[CH:18]=[CH:19][CH:20]=[CH:21][C:16]=2[O:15][CH2:14][C:13]2[CH:12]=[CH:11][CH:10]=[CH:9][C:8]1=2)[CH3:3] |f:0.1,2.3|. Reported procedure: Doxepin hydrochloride (10 g., 0.032 mol) was dissolved in 50 ml. H2O. Sodium bicarbonate (3.2 g., 0.038 mol) suspended in 25 ml. of H2O was added with stirring, and the mixture stirred for 20 minutes and then extracted 3×50 ml. ether. The ether extracts were combined, dried (Na2SO4) and evaporated in vacuo to yield doxepin as an oil (8.33 g.). Reactants: [OH-].[NH4+] (ammonium hydroxide), FCC=1N=CC(=NC1)C(=O)O (5-(Fluoromethyl)pyrazine-2-carboxylic acid), NC=1C=CC(=C(C1)[C@@]12N=C(SC[C@@H]1[C@H](OC2)C(F)(F)F)N)F ((4aS,5S,7aS)-7a-(5-amino-2-fluorophenyl)-5-(trifluoromethyl)-4a,5,7,7a-tetrahydro-4H-furo[3,4-d][1,3]thiazin-2-amine), n-propane phosphonic acid anhydride. Run in C(C)(=O)OCC (ethyl acetate), CCOC(=O)C (EtOAc), O (water). Conditions: temperature 42.5 celsius. The product is NC=1SC[C@H]2[C@@](N1)(CO[C@@H]2C(F)(F)F)C=2C=C(C=CC2F)NC(=O)C2=NC=C(N=C2)CF (N-(3-((4aS,5S,7aS)-2-amino-5-(trifluoromethyl)-4a,5,7,7a-tetrahydro-4H-furo[3,4-d][1,3]thiazin-7a-yl)-4-fluorophenyl)-5-(fluoromethyl)pyrazine-2-carboxamide). Yield: 70.8%. As a reaction SMILES: [F:1][CH2:2][C:3]1[N:4]=[CH:5][C:6]([C:9]([OH:11])=O)=[N:7][CH:8]=1.[NH2:12][C:13]1[CH:14]=[CH:15][C:16]([F:33])=[C:17]([C@:19]23[CH2:27][O:26][C@H:25]([C:28]([F:31])([F:30])[F:29])[C@H:24]2[CH2:23][S:22][C:21]([NH2:32])=[N:20]3)[CH:18]=1.[OH-].[NH4+]>CCOC(C)=O.O>[NH2:32][C:21]1[S:22][CH2:23][C@@H:24]2[C@@H:25]([C:28]([F:31])([F:29])[F:30])[O:26][CH2:27][C@:19]2([C:17]2[CH:18]=[C:13]([NH:12][C:9]([C:6]3[CH:5]=[N:4][C:3]([CH2:2][F:1])=[CH:8][N:7]=3)=[O:11])[CH:14]=[CH:15][C:16]=2[F:33])[N:20]=1 |f:2.3|. Reported procedure: 5-(Fluoromethyl)pyrazine-2-carboxylic acid (32.6 g, 1.05 equiv) and (4aS,5S,7aS)-7a-(5-amino-2-fluorophenyl)-5-(trifluoromethyl)-4a,5,7,7a-tetrahydro-4H-furo[3,4-d][1,3]thiazin-2-amine (70.0 g, 1.0 equiv)1 were charged to a reactor and ethyl acetate (EtOAc, 630 mL) was added to the mixture to give a suspension. A solution of n-propane phosphonic acid anhydride (T3P, 146 g, 1.10 equiv, 50 wt % in EtOAc) was added at ambient temperature while controlling the internal temperature below 30° C. The r... The reactants are Fc1ccc(C2CCN(CC3CNCC3C3OCCO3)CC2)cc1, O=C(Cl)c1ccc2ccccc2c1. Product: O=C(c1ccc2ccccc2c1)N1CC(CN2CCC(c3ccc(F)cc3)CC2)C(C2OCCO2)C1. As a reaction SMILES: [F:1][c:2]1[cH:3][cH:4][c:5]([CH:8]2[CH2:9][CH2:10][N:11]([CH2:14][CH:15]3[CH2:16][NH:17][CH2:18][CH:19]3[CH:20]3[O:21][CH2:22][CH2:23][O:24]3)[CH2:12][CH2:13]2)[cH:6][cH:7]1.[cH:25]1[c:26]([C:35](=[O:36])[Cl:37])[cH:27][cH:28][c:29]2[cH:30][cH:31][cH:32][cH:33][c:34]12>>[F:1][c:2]1[cH:3][cH:4][c:5]([CH:8]2[CH2:9][CH2:10][N:11]([CH2:14][CH:15]3[CH2:16][N:17]([C:35]([c:26]4[cH:25][c:34]5[c:29]([cH:28][cH:27]4)[cH:30][cH:31][cH:32][cH:33]5)=[O:36])[CH2:18][CH:19]3[CH:20]3[O:21][CH2:22][CH2:23][O:24]3)[CH2:12][CH2:13]2)[cH:6][cH:7]1. The product is COc1cccc(COc2ccc(Cc3cc(-c4cccnc4N)on3)cc2)n1. The reactants are CN(C)C=O, COc1cccc(CCl)n1, Nc1ncccc1-c1cc(Cc2ccc(O)cc2)no1, [Na+], C1CCOC1, [OH-]. As a reaction SMILES: [CH3:38][N:39]([CH3:40])[CH:41]=[O:42].[Cl:28][CH2:29][c:30]1[n:31][c:32]([O:36][CH3:37])[cH:33][cH:34][cH:35]1.[NH2:8][c:9]1[n:10][cH:11][cH:12][cH:13][c:14]1-[c:15]1[cH:16][c:17]([CH2:20][c:21]2[cH:22][cH:23][c:24]([OH:27])[cH:25][cH:26]2)[n:18][o:19]1.[Na+:7].[O:1]1[CH2:2][CH2:3][CH2:4][CH2:5]1.[OH-:6]>>[NH2:8][c:9]1[n:10][cH:11][cH:12][cH:13][c:14]1-[c:15]1[cH:16][c:17]([CH2:20][c:21]2[cH:22][cH:23][c:24]([O:27][CH2:29][c:30]3[n:31][c:32]([O:36][CH3:37])[cH:33][cH:34][cH:35]3)[cH:25][cH:26]2)[n:18][o:19]1. Starting materials: CC=O, Cl, O=N[O-], Nc1cc(C2SCCCS2)c(Cl)cc1F, [Na+], O, O, O, Cl[Sn]Cl. The product is CC=NNc1cc(C2SCCCS2)c(Cl)cc1F. As a reaction SMILES: [CH:25]([CH3:26])=[O:27].[ClH:28].[N:16]([O-:17])=[O:18].[NH2:1][c:2]1[c:3]([F:15])[cH:4][c:5]([Cl:14])[c:6]([CH:8]2[S:9][CH2:10][CH2:11][CH2:12][S:13]2)[cH:7]1.[Na+:19].[OH2:20].[OH2:21].[OH2:29].[Sn:22]([Cl:23])[Cl:24]>>[NH:1]([c:2]1[c:3]([F:15])[cH:4][c:5]([Cl:14])[c:6]([CH:8]2[S:9][CH2:10][CH2:11][CH2:12][S:13]2)[cH:7]1)[N:16]=[CH:25][CH3:26]. The reactants are OC1=C(C(=O)O)C=C(C=C1)N (2-Hydroxy-5-aminobenzoic acid), C(C1=CC=CC=C1)=O (benzaldehyde). Solvent: C1(=CC=CC=C1)C (toluene). The product is OC1=C(C(=O)O)C=C(C=C1)N=CC1=CC=CC=C1 (2-Hydroxy-5-benzylideneaminobenzoic acid). The yield is 47.0%. Reaction SMILES: [OH:1][C:2]1[CH:10]=[CH:9][C:8]([NH2:11])=[CH:7][C:3]=1[C:4]([OH:6])=[O:5].[CH:12](=O)[C:13]1[CH:18]=[CH:17][CH:16]=[CH:15][CH:14]=1>C1(C)C=CC=CC=1>[OH:1][C:2]1[CH:10]=[CH:9][C:8]([N:11]=[CH:12][C:13]2[CH:18]=[CH:17][CH:16]=[CH:15][CH:14]=2)=[CH:7][C:3]=1[C:4]([OH:6])=[O:5]. Reported procedure: 2-Hydroxy-5-aminobenzoic acid (10.0 g, 65 mmole) was mixed with benzaldehyde (30 ml) and heated to boiling until a clear solution was obtained. To the solution ice-cooled toluene (100 ml) was added, the precipitated crystals filtered off and washed with cold absolute ethanol (2×25 ml) followed by petroleum ether (3×25 ml) and dried, in vacuo, to give the title compound (6.8 g, 47%), m.p. 213°-215° C. Found (Calc. for C14H11NO3) C 69.28 (69.70), H 4.73 (4.56), N 5.73 (5.81). Reactants: C(C)(=O)OCCN(C1=CC=C(CSC2=CC=NC3=CC(=CC=C23)SC)C=C1)CCOC(C)=O (4-[4-[Bis(2-acetoxyethyl)amino]benzylthio]-7-methylthioquinoline), C(C)(=O)OCCN(C1=CC=C(CSC2=CC=NC3=CC(=CC=C23)SC)C=C1)CCOC(C)=O (4-[4-[Bis(2-acetoxyethyl)amino]benzylthio]-7-methylthioquinoline), C([O-])([O-])=O.[K+].[K+] (potassium carbonate). The solvent is CO (methanol). Reaction conditions: time 2 hour. The product is OCCN(C1=CC=C(CSC2=CC=NC3=CC(=CC=C23)SC)C=C1)CCO (4-[4-[Bis(2-hydroxyethyl)amino]benzylthio]-7-methylthioquinoline). The yield is 83.2%. As a reaction SMILES: C([O:4][CH2:5][CH2:6][N:7]([CH2:28][CH2:29][O:30]C(=O)C)[C:8]1[CH:27]=[CH:26][C:11]([CH2:12][S:13][C:14]2[C:23]3[C:18](=[CH:19][C:20]([S:24][CH3:25])=[CH:21][CH:22]=3)[N:17]=[CH:16][CH:15]=2)=[CH:10][CH:9]=1)(=O)C.C(=O)([O-])[O-].[K+].[K+]>CO>[OH:4][CH2:5][CH2:6][N:7]([CH2:28][CH2:29][OH:30])[C:8]1[CH:9]=[CH:10][C:11]([CH2:12][S:13][C:14]2[C:23]3[C:18](=[CH:19][C:20]([S:24][CH3:25])=[CH:21][CH:22]=3)[N:17]=[CH:16][CH:15]=2)=[CH:26][CH:27]=1 |f:1.2.3|. Procedure: 4-[4-[Bis(2-acetoxyethyl)amino]benzylthio]-7-methylthioquinoline (Compound 47; 30 mg, 0.06 mmol) was dissolved in methanol (5 ml) and added with potassium carbonate (34 mg, 0.247 mmol) and stirred at room temperatue for two hours. Methanol was removed under reduced pressure. The reaction mixture was added with water and extracted twice with chloroform. The combined chloroform layers were washed with saturated saline solution. The solvent was removed under reduced pressure and the residue was was...